This data is from the Open Reaction Database (ORD), a public repository of structured organic reaction records. The task is: describe an organic reaction: reactants, conditions, products, and yield The reactants are [BH4-], CCCCCC, CCO, [Na+], CCCCCCCCCCCc1nnc(CO)n1-c1ccccc1C(=O)c1ccccc1. Product: CCCCCCCCCCCc1nnc2n1-c1ccccc1C(c1ccccc1)OC2. RXN SMILES: [BH4-:33].[CH3:35][CH2:36][CH2:37][CH2:38][CH2:39][CH3:40].[CH3:41][CH2:42][OH:43].[Na+:34].[OH:1][CH2:2][c:3]1[n:4][n:5][c:6]([CH2:22][CH2:23][CH2:24][CH2:25][CH2:26][CH2:27][CH2:28][CH2:29][CH2:30][CH2:31][CH3:32])[n:7]1-[c:8]1[c:9]([C:10](=[O:11])[c:12]2[cH:13][cH:14][cH:15][cH:16][cH:17]2)[cH:18][cH:19][cH:20][cH:21]1>>[O:1]1[CH2:2][c:3]2[n:4][n:5][c:6]([CH2:22][CH2:23][CH2:24][CH2:25][CH2:26][CH2:27][CH2:28][CH2:29][CH2:30][CH2:31][CH3:32])[n:7]2-[c:8]2[c:9]([cH:18][cH:19][cH:20][cH:21]2)[CH:10]1[c:12]1[cH:13][cH:14][cH:15][cH:16][cH:17]1. Reactants: Fc1cc(Cl)cc(Br)c1, COc1ccc(CO)cc1, CN1CCCC1=O, Cl, [H-], [Na+]. The product is COc1ccc(COc2cc(Cl)cc(Br)c2)cc1. RXN SMILES: [Br:13][c:14]1[cH:15][c:16]([Cl:21])[cH:17][c:18]([F:20])[cH:19]1.[CH3:1][O:2][c:3]1[cH:4][cH:5][c:6]([CH2:7][OH:8])[cH:9][cH:10]1.[CH3:23][N:24]1[CH2:25][CH2:26][CH2:27][C:28]1=[O:29].[ClH:22].[H-:11].[Na+:12]>>[CH3:1][O:2][c:3]1[cH:4][cH:5][c:6]([CH2:7][O:8][c:18]2[cH:17][c:16]([Cl:21])[cH:15][c:14]([Br:13])[cH:19]2)[cH:9][cH:10]1. Starting materials: C(C)OC(C1(N)CCCC1)=O (Cycloleucine ethyl ester), NC1(CCCC1)C(=O)O (cycloleucine), Cl (HCl). Run in CCO (EtOH). Reaction conditions: temperature 23 celsius, time 2 day. Product: Cl.C(C)OC(C1(N)CCCC1)=O (cycloleucine ethyl ester hydrochloride). RXN SMILES: [CH2:1]([O:3][C:4](=[O:11])[C:5]1([CH2:10][CH2:9][CH2:8][CH2:7]1)[NH2:6])[CH3:2].NC1(C(O)=O)CCCC1.[ClH:21]>CCO>[ClH:21].[CH2:1]([O:3][C:4](=[O:11])[C:5]1([CH2:10][CH2:9][CH2:8][CH2:7]1)[NH2:6])[CH3:2] |f:4.5|. Reported procedure: Cycloleucine ethyl ester ##STR155## A solution of cycloleucine (8.94 g, 69.2 mmol) in EtOH (100 mL) was saturated with HCl gas, and the mixture was stirred at 23° C. for 2 d. The solvents were evaporated in vacuo, the residue was dissolved in water (200 mL) and the solution basified with solid NaHCO3. The aqueous solution was extracted with EtOAc (3×100 mL) and the combined extracts were washed with brine, dried (MgSO4) and evaporated in vacuo. The residue was dissolved in hexane-Et2O (1:1) and ...